This data is from the Open Reaction Database (ORD), a public repository of structured organic reaction records. The task is: describe an organic reaction: reactants, conditions, products, and yield Starting materials: C(C1=CC=CC=C1)C1=C(C=C(C(=O)O)C=C1S(N)(=O)=O)OCCCC (4-benzyl-3-n-butoxy-5-sulfamylbenzoic acid), S(=O)(Cl)Cl (thionyl chloride), CN(C=O)C (N,N-dimethylformamide). Conditions: time 15 minute. The product is C(C1=CC=CC=C1)C1=C(C=C(C(=O)N(C)C)C=C1S(N)(=O)=O)OCCCC (4-benzyl-3-n-butoxy-5-sulfamyl-N,N-dimethylbenzamide). Reaction SMILES: [CH2:1]([C:8]1[C:16]([S:17](=[O:20])(=[O:19])[NH2:18])=[CH:15][C:11]([C:12](O)=[O:13])=[CH:10][C:9]=1[O:21][CH2:22][CH2:23][CH2:24][CH3:25])[C:2]1[CH:7]=[CH:6][CH:5]=[CH:4][CH:3]=1.S(Cl)(Cl)=O.[CH3:30][N:31](C)[CH:32]=O>>[CH2:1]([C:8]1[C:16]([S:17](=[O:20])(=[O:19])[NH2:18])=[CH:15][C:11]([C:12]([N:31]([CH3:32])[CH3:30])=[O:13])=[CH:10][C:9]=1[O:21][CH2:22][CH2:23][CH2:24][CH3:25])[C:2]1[CH:7]=[CH:6][CH:5]=[CH:4][CH:3]=1. Procedure details: A mixture of 4-benzyl-3-n-butoxy-5-sulfamylbenzoic acid (3.6 g), thionyl chloride (20 ml) and N,N-dimethylformamide (0.1 ml) is refluxed for 1 hour and is then evaporated in vacuo. The resulting crude 4-benzyl-3-n-butoxy-5-sulfamylbenzoyl chloride is dissolved in methylene chloride (30 ml), and the resulting solution is during about 15 minutes added dropwise to a stirred mixture of dimethylamine (10 ml; 40% in water) and methylene chloride (20 ml), keeping the temperature at 0°-5° C. by external... Reactants: C(C)(C)(C)OC(NC1=CC(=C(C=C1NC(CC(C1=CC(=CC=C1)N1N=NC=C1COC1OCCCC1)=O)=O)C1=C(C=CC=C1)F)OCC(F)(F)F)=O ((RS)-[2′-fluoro-5-(3-oxo-3-{3-[5-(tetrahydro-pyran-2-yloxymethyl)-[1,2,3]triazol-1-yl]-phenyl}-propionylamino)-2-(2,2,2-trifluoro-ethoxy)-biphenyl-4-yl]-carbamic acid tert.-butyl ester), C(=O)(C(F)(F)F)O (TFA). The solvent is C(Cl)Cl (CH2Cl2). The product is FC1=C(C=CC=C1)C=1C(=CC2=C(NC(CC(=N2)C2=CC(=CC=C2)N2N=NC=C2CO)=O)C1)OCC(F)(F)F (8-(2-Fluoro-phenyl)-4-[3-(5-hydroxymethyl-[1,2,3]triazol-1-yl)-phenyl]-7-(2,2,2-trifluoro-ethoxy)-1,3-dihydro-benzo[b][1,4]diazepin-2-one), solid. RXN SMILES: C(OC(=O)[NH:7][C:8]1[C:13]([NH:14][C:15](=[O:38])[CH2:16][C:17](=O)[C:18]2[CH:23]=[CH:22][CH:21]=[C:20]([N:24]3[C:28]([CH2:29][O:30]C4CCCCO4)=[CH:27][N:26]=[N:25]3)[CH:19]=2)=[CH:12][C:11]([C:39]2[CH:44]=[CH:43][CH:42]=[CH:41][C:40]=2[F:45])=[C:10]([O:46][CH2:47][C:48]([F:51])([F:50])[F:49])[CH:9]=1)(C)(C)C.C(O)(C(F)(F)F)=O>C(Cl)Cl>[F:45][C:40]1[CH:41]=[CH:42][CH:43]=[CH:44][C:39]=1[C:11]1[C:10]([O:46][CH2:47][C:48]([F:51])([F:50])[F:49])=[CH:9][C:8]2[N:7]=[C:17]([C:18]3[CH:23]=[CH:22][CH:21]=[C:20]([N:24]4[C:28]([CH2:29][OH:30])=[CH:27][N:26]=[N:25]4)[CH:19]=3)[CH2:16][C:15](=[O:38])[NH:14][C:13]=2[CH:12]=1. Reported procedure: The title compound was prepared from (RS)-[2′-fluoro-5-(3-oxo-3-{3-[5-(tetrahydro-pyran-2-yloxymethyl)-[1,2,3]triazol-1-yl]-phenyl}-propionylamino)-2-(2,2,2-trifluoro-ethoxy)-biphenyl-4-yl]-carbamic acid tert.-butyl ester (Example M25) by treatment with TFA in CH2Cl2 according to the general procedure N. Obtained as an off-white solid (10 mg). The reactants are FC1=CC=CC2=C1C(OC(N2)=O)=O (5-fluoro-2H-3,1-benzoxazine-2,4(1H)-dione), C1CN[C@@H]1C(=O)O (L-azetidine-2-carboxylic acid). Isolated yield 49.4%. Run in CN(C=O)C (dimethylformamide), C(C)(=O)O (acetic acid). Reaction SMILES: [F:1][C:2]1[C:7]2[C:8](=[O:13])O[C:10](=[O:12])[NH:11][C:6]=2[CH:5]=[CH:4][CH:3]=1.[CH2:14]1[C@@H:17](C(O)=O)[NH:16][CH2:15]1>CN(C)C=O.C(O)(=O)C>[F:1][C:2]1[C:7]2[C:8](=[O:13])[N:16]3[CH2:17][CH2:14][C@H:15]3[C:10](=[O:12])[NH:11][C:6]=2[CH:5]=[CH:4][CH:3]=1. Product: FC1=CC=CC2=C1C(N1[C@H](C(N2)=O)CC1)=O ((S)-5-fluoro-1,2,4,9,10,10a-hexahydroazeto[2,1-c][1,4]benzodiazepine-4,10-dione). Reported procedure: A solution of 10 g (55.2 mmol) of 5-fluoro-2H-3,1-benzoxazine-2,4(1H)-dione and 5.66 g (55.2 mmol) of L-azetidine-2-carboxylic acid in 75 ml of dimethylformamide and 15 ml of acetic acid was stirred at 120° for 16 hours. The brown solution was evaporated and the brown residue obtained was crystallized from ethanol. There were obtained 6 g (42%) of (S)-5-fluoro-1,2,4,9,10,10a-hexahydroazeto[2,1-c][1,4]benzodiazepine-4,10-dione as beige needles of m.p. 232°-233.5°. The reactants are Cc1cc(C)cc(B(O)O)c1, Nc1nc(NCCNc2nc(Cl)cc3ncnn23)ccc1[N+](=O)[O-]. Product: Cc1cc(C)cc(-c2cc3ncnn3c(NCCNc3ccc([N+](=O)[O-])c(N)n3)n2)c1. RXN SMILES: [CH3:25][c:26]1[cH:27][c:28]([B:33]([OH:34])[OH:35])[cH:29][c:30]([CH3:32])[cH:31]1.[Cl:1][c:2]1[cH:3][c:4]2[n:5]([c:6]([NH:8][CH2:9][CH2:10][NH:11][c:12]3[cH:13][cH:14][c:15]([N+:19](=[O:20])[O-:21])[c:16]([NH2:18])[n:17]3)[n:7]1)[n:22][cH:23][n:24]2>>[c:2]1(-[c:28]2[cH:27][c:26]([CH3:25])[cH:31][c:30]([CH3:32])[cH:29]2)[cH:3][c:4]2[n:5]([c:6]([NH:8][CH2:9][CH2:10][NH:11][c:12]3[cH:13][cH:14][c:15]([N+:19](=[O:20])[O-:21])[c:16]([NH2:18])[n:17]3)[n:7]1)[n:22][cH:23][n:24]2. Yields the product Cc1cn(-c2ccc(Nc3nc(C)n(-c4ccc(Cl)cc4Cl)n3)cc2C#N)cn1. RXN SMILES: [Br:1][c:2]1[cH:3][cH:4][c:5](-[n:10]2[cH:11][n:12][c:13]([CH3:15])[cH:14]2)[c:6]([C:7]#[N:8])[cH:9]1.[Cl:16][c:17]1[c:18](-[n:24]2[n:25][c:26]([NH2:30])[n:27][c:28]2[CH3:29])[cH:19][cH:20][c:21]([Cl:23])[cH:22]1>>[c:2]1([NH:30][c:26]2[n:25][n:24](-[c:18]3[c:17]([Cl:16])[cH:22][c:21]([Cl:23])[cH:20][cH:19]3)[c:28]([CH3:29])[n:27]2)[cH:3][cH:4][c:5](-[n:10]2[cH:11][n:12][c:13]([CH3:15])[cH:14]2)[c:6]([C:7]#[N:8])[cH:9]1. Reactants: Cc1cn(-c2ccc(Br)cc2C#N)cn1, Cc1nc(N)nn1-c1ccc(Cl)cc1Cl. Reactants: C=CCOC1OC(CO)C(O)C(OCc2ccccc2)C1NC(=O)CCCCCCCCCCCCCCC, CCO, ClC(Cl)Cl, C1CN2CCC1CN2, O, Cl[Rh], c1ccc(P(c2ccccc2)c2ccccc2)cc1, c1ccc(P(c2ccccc2)c2ccccc2)cc1, c1ccc(P(c2ccccc2)c2ccccc2)cc1, c1ccccc1. Yields the product CC=COC1OC(CO)C(O)C(OCc2ccccc2)C1NC(=O)CCCCCCCCCCCCCCC. Reaction SMILES: [CH2:1]([c:2]1[cH:3][cH:4][cH:5][cH:6][cH:7]1)[O:8][CH:9]1[CH:10]([NH:22][C:23]([CH2:24][CH2:25][CH2:26][CH2:27][CH2:28][CH2:29][CH2:30][CH2:31][CH2:32][CH2:33][CH2:34][CH2:35][CH2:36][CH2:37][CH3:38])=[O:39])[CH:11]([O:12][CH2:13][CH:14]=[CH2:15])[O:16][CH:17]([CH2:20][OH:21])[CH:18]1[OH:19].[CH2:59]([OH:60])[CH3:61].[CH:48]([Cl:49])([Cl:50])[Cl:51].[N:40]12[CH2:41][CH2:42][CH:43]([CH2:44][CH2:45]1)[CH2:46][NH:47]2.[OH2:52].[Rh:62][Cl:63].[c:102]1([P:103]([c:104]2[cH:105][cH:106][cH:107][cH:108][cH:109]2)[c:110]2[cH:111][cH:112][cH:113][cH:114][cH:115]2)[cH:116][cH:117][cH:118][cH:119][cH:120]1.[c:64]1([P:65]([c:66]2[cH:67][cH:68][cH:69][cH:70][cH:71]2)[c:72]2[cH:73][cH:74][cH:75][cH:76][cH:77]2)[cH:78][cH:79][cH:80][cH:81][cH:82]1.[c:83]1([P:84]([c:85]2[cH:86][cH:87][cH:88][cH:89][cH:90]2)[c:91]2[cH:92][cH:93][cH:94][cH:95][cH:96]2)[cH:97][cH:98][cH:99][cH:100][cH:101]1.[cH:53]1[cH:54][cH:55][cH:56][cH:57][cH:58]1>>[CH2:1]([c:2]1[cH:3][cH:4][cH:5][cH:6][cH:7]1)[O:8][CH:9]1[CH:10]([NH:22][C:23]([CH2:24][CH2:25][CH2:26][CH2:27][CH2:28][CH2:29][CH2:30][CH2:31][CH2:32][CH2:33][CH2:34][CH2:35][CH2:36][CH2:37][CH3:38])=[O:39])[CH:11]([O:12][CH:13]=[CH:14][CH3:15])[O:16][CH:17]([CH2:20][OH:21])[CH:18]1[OH:19]. Starting materials: ClC1=NC=2N(C(=C1)Cl)N=CC2C(C)C (5,7-dichloro-3-isopropylpyrazolo[1,5-α]pyrimidine), C(C1=CC=CC=C1)N (benzyl amine). Run in CCO (EtOH). The product is C(C1=CC=CC=C1)NC1=CC(=NC=2N1N=CC2C(C)C)Cl (N-benzyl-5-chloro-3-isopropylpyrazolo[1,5-α]pyrimidin-7-amine). As a reaction SMILES: [Cl:1][C:2]1[CH:7]=[C:6](Cl)[N:5]2[N:9]=[CH:10][C:11]([CH:12]([CH3:14])[CH3:13])=[C:4]2[N:3]=1.[CH2:15]([NH2:22])[C:16]1[CH:21]=[CH:20][CH:19]=[CH:18][CH:17]=1>CCO>[CH2:15]([NH:22][C:6]1[N:5]2[N:9]=[CH:10][C:11]([CH:12]([CH3:14])[CH3:13])=[C:4]2[N:3]=[C:2]([Cl:1])[CH:7]=1)[C:16]1[CH:21]=[CH:20][CH:19]=[CH:18][CH:17]=1. Procedure details: 5,7-dichloro-3-isopropylpyrazolo[1,5-α]pyrimidine (500 mg, 2.17 mmol) and benzyl amine (0.52 mL, 4.78 mmol) in EtOH (20 mL) were refluxed for about 3 hours. The reaction mixture was then cooled to ambient temperature and concentrated in vacuo. The remaining residue was purified by flash chromatography on silica (methanol/ethyl acetate) to yield N-benzyl-5-chloro-3-isopropylpyrazolo[1,5-α]pyrimidin-7-amine as a white solid in analytically pure form (630 mg, 97%).